Task: describe an organic reaction: reactants, conditions, products, and yield. Dataset: the Open Reaction Database (ORD), a public repository of structured organic reaction records The reactants are COC1=CC=C(C=C1)C(C=1C=C(C=CC1)N)NCC(C)C1=CC=CC=C1 (3-[(4-methoxyphenyl)-(2-phenylpropylamino)methyl]phenylamine), COC=1C(C(C1OC)=O)=O (3,4-dimethoxy-3-cyclobutene-1,2-dione). Solvent: CO (methanol). Yields the product COC=1C(C(C1NC1=CC(=CC=C1)C(NCC(C)C1=CC=CC=C1)C1=CC=C(C=C1)OC)=O)=O (3-Methoxy-4-{3-[(4-methoxyphenyl)-(2-phenylpropylamino)methyl]phenylamino}-3-cyclobutene-1,2-dione). The yield is 70.8%. Reaction SMILES: [CH3:1][O:2][C:3]1[CH:8]=[CH:7][C:6]([CH:9]([NH:17][CH2:18][CH:19]([C:21]2[CH:26]=[CH:25][CH:24]=[CH:23][CH:22]=2)[CH3:20])[C:10]2[CH:11]=[C:12]([NH2:16])[CH:13]=[CH:14][CH:15]=2)=[CH:5][CH:4]=1.[CH3:27][O:28][C:29]1[C:30](=O)[C:31](=[O:35])[C:32]=1[O:33]C>CO>[CH3:27][O:28][C:29]1[C:32](=[O:33])[C:31](=[O:35])[C:30]=1[NH:16][C:12]1[CH:13]=[CH:14][CH:15]=[C:10]([CH:9]([C:6]2[CH:5]=[CH:4][C:3]([O:2][CH3:1])=[CH:8][CH:7]=2)[NH:17][CH2:18][CH:19]([C:21]2[CH:22]=[CH:23][CH:24]=[CH:25][CH:26]=2)[CH3:20])[CH:11]=1. Procedure: In a similar manner to that described in Example (1c), a solution of 3-[(4-methoxyphenyl)-(2-phenylpropylamino)methyl]phenylamine (2.52 g) [prepared as described in step (b) above] in methanol (25 ml) and 3,4-dimethoxy-3-cyclobutene-1,2-dione (1.09 g) were reacted, to afford the title compound (2.35 g) as a pink foamy solid. Starting materials: C(CCCC)N(C(=O)Cl)C1=CC=2C(CCC(C2C=C1)(C)C)(C)C (pentyl-(5,5,8,8-tetramethyl-5,6,7,8-tetrahydro-naphthalen-2-yl)-carbamoyl chloride), NC1=CC=C(C(=O)OCC)C=C1 (ethyl p-aminobenzoate). Run in O (water), N1=CC=CC=C1 (pyridine). Reaction conditions: temperature 40 celsius, time 15 hour. Product: C(CCCC)N(C(NC1=CC=C(C(=O)OCC)C=C1)=O)C1=CC=2C(CCC(C2C=C1)(C)C)(C)C (ethyl 4-[3-pentyl-3-(5,5,8,8-tetramethyl-5,6,7,8-tetrahydro-naphthalen-2-yl)-ureido]-benzoate). Isolated yield 21.5%. Reaction SMILES: [CH2:1]([N:6]([C:10]1[CH:19]=[CH:18][C:17]2[C:16]([CH3:21])([CH3:20])[CH2:15][CH2:14][C:13]([CH3:23])([CH3:22])[C:12]=2[CH:11]=1)[C:7](Cl)=[O:8])[CH2:2][CH2:3][CH2:4][CH3:5].[NH2:24][C:25]1[CH:35]=[CH:34][C:28]([C:29]([O:31][CH2:32][CH3:33])=[O:30])=[CH:27][CH:26]=1>N1C=CC=CC=1.O>[CH2:1]([N:6]([C:10]1[CH:19]=[CH:18][C:17]2[C:16]([CH3:21])([CH3:20])[CH2:15][CH2:14][C:13]([CH3:23])([CH3:22])[C:12]=2[CH:11]=1)[C:7](=[O:8])[NH:24][C:25]1[CH:26]=[CH:27][C:28]([C:29]([O:31][CH2:32][CH3:33])=[O:30])=[CH:34][CH:35]=1)[CH2:2][CH2:3][CH2:4][CH3:5]. Reported procedure: A solution of pentyl-(5,5,8,8-tetramethyl-5,6,7,8-tetrahydro-naphthalen-2-yl)-carbamoyl chloride (35) (900 mg, 2.6 mmole) in 20 mL pyridine was treated with 481 mg of ethyl p-aminobenzoate (3 eq.) and stirred at 40° C. for 15 hours. The reaction mixture was diluted with 100 mL of cold water and extracted with two 100 mL portions of ethyl acetate. The combined organic extracts were dried over MgSO4, filtered and concentrated in vacuo to give an orange oil, which was purified by flash chromatograp... Reactants: NC=1SC(=C(N1)C(=O)N1[C@@H]([C@H]2C[C@H]2C1)CN)C1=CC(=CC=C1)F ([2-Amino-5-(3-fluoro-phenyl)-thiazol-4-yl]-((1S,2S,5R)-2-aminomethyl-3-aza-bicyclo[3.1.0]hex-3-yl)-methanone), C1(=CC=CC2=CC=CC=C12)C(=O)O (Naphthalene-1-carboxylic acid). Product: NC=1SC(=C(N1)C(=O)N1[C@@H]([C@H]2C[C@H]2C1)CNC(=O)C1=CC=CC2=CC=CC=C12)C1=CC(=CC=C1)F (Naphthalene-1-carboxylic Acid{(1S,2S,5R)-3-[2-amino-5-(3-fluoro-phenyl)-thiazole-4-carbonyl]-3-aza-bicyclo[3.1.0]hex-2-ylmethyl}-amide). As a reaction SMILES: [NH2:1][C:2]1[S:3][C:4]([C:17]2[CH:22]=[CH:21][CH:20]=[C:19]([F:23])[CH:18]=2)=[C:5]([C:7]([N:9]2[CH2:14][C@H:13]3[C@H:11]([CH2:12]3)[C@H:10]2[CH2:15][NH2:16])=[O:8])[N:6]=1.[C:24]1([C:34](O)=[O:35])[C:33]2[C:28](=[CH:29][CH:30]=[CH:31][CH:32]=2)[CH:27]=[CH:26][CH:25]=1>>[NH2:1][C:2]1[S:3][C:4]([C:17]2[CH:22]=[CH:21][CH:20]=[C:19]([F:23])[CH:18]=2)=[C:5]([C:7]([N:9]2[CH2:14][C@H:13]3[C@H:11]([CH2:12]3)[C@H:10]2[CH2:15][NH:16][C:34]([C:24]2[C:33]3[C:28](=[CH:29][CH:30]=[CH:31][CH:32]=3)[CH:27]=[CH:26][CH:25]=2)=[O:35])=[O:8])[N:6]=1. Procedure: prepared by reaction of [2-Amino-5-(3-fluoro-phenyl)-thiazol-4-yl]-((1S,2S,5R)-2-aminomethyl-3-aza-bicyclo[3.1.0]hex-3-yl)-methanone with Naphthalene-1-carboxylic acid. LC-MS (basic): tR=0.83 min; [M+H]+=487.4. Reactants: C1CCOC1, COc1ccc(NC(c2ccc(Cl)cc2CN=[N+]=[N-])C(F)F)cc1, O, c1ccc(P(c2ccccc2)c2ccccc2)cc1. The product is COc1ccc(NC(c2ccc(Cl)cc2CN)C(F)F)cc1. As a reaction SMILES: [CH2:45]1[O:46][CH2:47][CH2:48][CH2:49]1.[N:20](=[N+:21]=[N-:22])[CH2:23][c:24]1[c:25]([CH:31]([CH:32]([F:33])[F:34])[NH:35][c:36]2[cH:37][cH:38][c:39]([O:42][CH3:43])[cH:40][cH:41]2)[cH:26][cH:27][c:28]([Cl:30])[cH:29]1.[OH2:44].[c:1]1([P:2]([c:3]2[cH:4][cH:5][cH:6][cH:7][cH:8]2)[c:9]2[cH:10][cH:11][cH:12][cH:13][cH:14]2)[cH:15][cH:16][cH:17][cH:18][cH:19]1>>[NH2:20][CH2:23][c:24]1[c:25]([CH:31]([CH:32]([F:33])[F:34])[NH:35][c:36]2[cH:37][cH:38][c:39]([O:42][CH3:43])[cH:40][cH:41]2)[cH:26][cH:27][c:28]([Cl:30])[cH:29]1.